This data is from the Open Reaction Database (ORD), a public repository of structured organic reaction records. The task is: describe an organic reaction: reactants, conditions, products, and yield Reactants: C1(O)=CC(O)=CC(O)=C1 (phloroglucinol), C(C)(=O)OCC1=CS[C@H]2N(C1C(=O)O)C(C2NC(CC2=CC=CC=C2)=O)=O (3-acetoxymethyl-7-(N-phenylacetyl-amino)-ceph-2-em-4ξ-carboxylic acid). Run in C1(=CC=CC=C1)C (toluene), FC(C(=O)O)(F)F (trifluoroacetic acid). Reaction conditions: time 30 minute. The product is C1(=CC=CC=C1)CC(=O)NC1[C@@H]2N(C(C(=CS2)CC2=C(C=C(C=C2O)O)O)C(=O)O)C1=O (7-(N-Phenylacetyl-amino)-3-(2,4,6-trihydroxy-benzyl)-ceph-2-em-4ξ-carboxylic acid). RXN SMILES: [C:1]1([CH:9]=[C:7]([OH:8])[CH:6]=[C:4]([OH:5])[CH:3]=1)[OH:2].C(O[CH2:14][C:15]1[CH:20]([C:21]([OH:23])=[O:22])[N:19]2[C:24](=[O:36])[CH:25]([NH:26][C:27](=[O:35])[CH2:28][C:29]3[CH:34]=[CH:33][CH:32]=[CH:31][CH:30]=3)[C@H:18]2[S:17][CH:16]=1)(=O)C>FC(F)(F)C(O)=O.C1(C)C=CC=CC=1>[C:29]1([CH2:28][C:27]([NH:26][CH:25]2[C:24](=[O:36])[N:19]3[CH:20]([C:21]([OH:23])=[O:22])[C:15]([CH2:14][C:9]4[C:1]([OH:2])=[CH:3][C:4]([OH:5])=[CH:6][C:7]=4[OH:8])=[CH:16][S:17][C@H:18]23)=[O:35])[CH:34]=[CH:33][CH:32]=[CH:31][CH:30]=1. Procedure details: A solution of 0.063 g of phloroglucinol in 0.3 ml of trifluoroacetic acid is mixed with 0.04 g of 3-acetoxymethyl-7-(N-phenylacetyl-amino)-ceph-2-em-4ξ-carboxylic acid, and the solution is left to stand for 30 minutes at room temperature and diluted with an equal quantity of toluene. The mixture is evaporated to dryness under reduced pressure and the residue is worked up in accordance with the process described in example 6. 7-(N-Phenylacetyl-amino)-3-(2,4,6-trihydroxy-benzyl)-ceph-2-em-4ξ-carbo... Yields the product C1(=CC=CC=C1)C(C1=CC=CC=C1)OC(\C(=C(/C)\OC)\N1C(C(C1SS(=O)(=O)C1=CC=C(C=C1)C)NC(COC1=CC=CC=C1)=O)=O)=O (2-[4-(p-toluenesulphonylthio)-3-phenoxyacetamido-2-oxoazetidin-1-yl]-3-methoxy-isocrotonic acid diphenylmethyl ester). RXN SMILES: [CH3:1]OS(OC)(=O)=O.C(=O)(O)[O-].[K+].[C:13]1([CH:19]([O:26][C:27](=[O:59])/[C:28](/[N:32]2[CH:35]([S:36][S:37]([C:40]3[CH:45]=[CH:44][C:43]([CH3:46])=[CH:42][CH:41]=3)(=[O:39])=[O:38])[CH:34]([NH:47][C:48](=[O:57])[CH2:49][O:50][C:51]3[CH:56]=[CH:55][CH:54]=[CH:53][CH:52]=3)[C:33]2=[O:58])=[C:29](\[OH:31])/[CH3:30])[C:20]2[CH:25]=[CH:24][CH:23]=[CH:22][CH:21]=2)[CH:18]=[CH:17][CH:16]=[CH:15][CH:14]=1>[I-].C([N+](CCCC)(CCCC)CCCC)CCC.C1(C)C=CC=CC=1>[C:13]1([CH:19]([O:26][C:27](=[O:59])/[C:28](/[N:32]2[CH:35]([S:36][S:37]([C:40]3[CH:41]=[CH:42][C:43]([CH3:46])=[CH:44][CH:45]=3)(=[O:38])=[O:39])[CH:34]([NH:47][C:48](=[O:57])[CH2:49][O:50][C:51]3[CH:52]=[CH:53][CH:54]=[CH:55][CH:56]=3)[C:33]2=[O:58])=[C:29](/[O:31][CH3:1])\[CH3:30])[C:20]2[CH:21]=[CH:22][CH:23]=[CH:24][CH:25]=2)[CH:14]=[CH:15][CH:16]=[CH:17][CH:18]=1 |f:1.2,4.5|. Procedure: (avi) 3.78 g (30 mmols) of dimethylsulphate and 30 ml of 20 percent strength aqueous potassium bicarbonate solution are added to a suspension of 6.72 g (10 mmols) of 2-[4-(p-toluenesulphonylthio)-3-phenoxyacetamido-2-oxoazetidin-1-yl]-3-hydroxy-crotonic acid diphenylmethyl ester (crystalline) and 0.36 g (1 mmol) of tetra-n-butylammonium iodide in 100 ml of toluene and the mixture is stirred vigorously for 4 hours at room temperature. During the first 15 minutes, the solid dissolves. The mixture ... Reactants: COS(=O)(=O)OC (dimethylsulphate), C([O-])(O)=O.[K+] (potassium bicarbonate), C1(=CC=CC=C1)C(C1=CC=CC=C1)OC(\C(=C(\C)/O)\N1C(C(C1SS(=O)(=O)C1=CC=C(C=C1)C)NC(COC1=CC=CC=C1)=O)=O)=O (2-[4-(p-toluenesulphonylthio)-3-phenoxyacetamido-2-oxoazetidin-1-yl]-3-hydroxy-crotonic acid diphenylmethyl ester). The solvent is C1(=CC=CC=C1)C (toluene), C1(=CC=CC=C1)C (toluene). Conditions: time 4 hour. Reagents/catalysts: [I-].C(CCC)[N+](CCCC)(CCCC)CCCC (tetra-n-butylammonium iodide). The reactants are CCOC(=O)C=P(c1ccccc1)(c1ccccc1)c1ccccc1, C1CCOC1, COCCCOc1cc(C=O)ccc1O. Product: CCOC(=O)C=Cc1ccc(O)c(OCCCOC)c1. Reaction SMILES: [CH2:16]([CH3:17])[O:18][C:19](=[O:20])[CH:21]=[P:22]([c:23]1[cH:24][cH:25][cH:26][cH:27][cH:28]1)([c:29]1[cH:30][cH:31][cH:32][cH:33][cH:34]1)[c:35]1[cH:36][cH:37][cH:38][cH:39][cH:40]1.[O:41]1[CH2:42][CH2:43][CH2:44][CH2:45]1.[OH:1][c:2]1[c:3]([O:10][CH2:11][CH2:12][CH2:13][O:14][CH3:15])[cH:4][c:5]([CH:6]=[O:7])[cH:8][cH:9]1>>[OH:1][c:2]1[c:3]([O:10][CH2:11][CH2:12][CH2:13][O:14][CH3:15])[cH:4][c:5]([CH:6]=[CH:21][C:19]([O:18][CH2:16][CH3:17])=[O:20])[cH:8][cH:9]1. Starting materials: O=C([O-])O, CCOC(C)=O, ClCCl, O=C(O)C(F)(F)F, CC(C)c1nc(C(=O)N2CCOC3(CCN(Cc4ccc(F)c(CCO)c4F)CC3)C2)cs1, [Na+], [Na+], [Na+], O=S([O-])([O-])=S. The product is CC(C)c1nc(C(=O)N2CCOC3(CCN(Cc4ccc(F)c(CC=O)c4F)CC3)C2)cs1. RXN SMILES: [C:48](=[O:49])([OH:50])[O-:51].[CH3:56][CH2:57][O:58][C:59](=[O:60])[CH3:61].[Cl:53][CH2:54][Cl:55].[F:1][C:2]([F:3])([F:4])[C:5]([OH:6])=[O:7].[F:8][c:9]1[c:10]([CH2:11][N:12]2[CH2:13][CH2:14][C:15]3([CH2:16][N:17]([C:21](=[O:22])[c:23]4[n:24][c:25]([CH:28]([CH3:29])[CH3:30])[s:26][cH:27]4)[CH2:18][CH2:19][O:20]3)[CH2:31][CH2:32]2)[cH:33][cH:34][c:35]([F:40])[c:36]1[CH2:37][CH2:38][OH:39].[Na+:46].[Na+:47].[Na+:52].[S:41]([O-:42])([O-:43])(=[O:44])=[S:45]>>[F:8][c:9]1[c:10]([CH2:11][N:12]2[CH2:13][CH2:14][C:15]3([CH2:16][N:17]([C:21](=[O:22])[c:23]4[n:24][c:25]([CH:28]([CH3:29])[CH3:30])[s:26][cH:27]4)[CH2:18][CH2:19][O:20]3)[CH2:31][CH2:32]2)[cH:33][cH:34][c:35]([F:40])[c:36]1[CH2:37][CH:38]=[O:39]. Isolated yield 17.0%. Reported procedure: To a solution of 3-(4-amino-3-nitrophenyl)-2-benzofuran-1(3H)-one (1.0 g, 3.7 mmol) in NMP (6 mL) was added 3-ethynyl-2-fluoroaniline hydrochloride (1.9 g, 11.1 mmol). The mixture was heated to 150° C. for 2.25 h, and then the temperature was raised to 170° C. for a further 45 min. After cooling to rt, water and brine were added, and the resulting aqueous mixture was extracted twice with ethyl acetate. The organic extracts were dried over magnesium sulfate, filtered, and pre-absorbed on silica g... Yields the product Cl.C(#C)C=1C(=C(C=CC1)N1C(C2=CC=CC=C2C1=O)C1=CC2=C(NC(=N2)NC(OC)=O)C=C1)F (methyl {5-[2-(3-ethynyl-2-fluorophenyl)-3-oxo-2,3-dihydro-1H-isoindol-1-yl]-1H-benzimidazol-2-yl}carbamate hydrochloride). Solvent: C(C)(=O)OCC (ethyl acetate), [Cl-].[Na+].O (brine), O (water), CN1CCCC1=O (NMP), O1CCOCC1 (dioxane). Conditions: temperature 150 celsius. Reactants: S(=O)(=O)([O-])[O-].[Na+].[Na+] (sodium sulfate), COC(=O)NC(SC)=NC(=O)OC (1,3-bis(methoxycarbonyl)-2-methyl-2-thiopseudourea), NC1=C(C=C(C=C1)C1OC(C2=C1C=CC=C2)=O)[N+](=O)[O-] (3-(4-amino-3-nitrophenyl)-2-benzofuran-1(3H)-one), Cl.C(#C)C=1C(=C(N)C=CC1)F (3-ethynyl-2-fluoroaniline hydrochloride), O.O.[Sn](Cl)Cl (tin(II) chloride dihydrate), Cl (hydrochloric acid). Reaction SMILES: [NH2:1][C:2]1[CH:7]=[CH:6][C:5]([CH:8]2[C:12]3[CH:13]=[CH:14][CH:15]=[CH:16][C:11]=3[C:10](=[O:17])O2)=[CH:4][C:3]=1[N+:18]([O-])=O.Cl.[C:22]([C:24]1[C:25]([F:31])=[C:26]([CH:28]=[CH:29][CH:30]=1)[NH2:27])#[CH:23].O.O.[Sn](Cl)[Cl:35].S([O-])([O-])(=O)=O.[Na+].[Na+].[CH3:44][O:45][C:46]([NH:48][C:49](=NC(OC)=O)SC)=[O:47].Cl>CN1C(=O)CCC1.[Cl-].[Na+].O.O1CCOCC1.C(OCC)(=O)C.O>[ClH:35].[C:22]([C:24]1[C:25]([F:31])=[C:26]([N:27]2[C:10](=[O:17])[C:11]3[C:12](=[CH:13][CH:14]=[CH:15][CH:16]=3)[CH:8]2[C:5]2[CH:6]=[CH:7][C:2]3[NH:1][C:49]([NH:48][C:46](=[O:47])[O:45][CH3:44])=[N:18][C:3]=3[CH:4]=2)[CH:28]=[CH:29][CH:30]=1)#[CH:23] |f:1.2,3.4.5,6.7.8,12.13.14,18.19|.